Dataset: the Open Reaction Database (ORD), a public repository of structured organic reaction records. Task: describe an organic reaction: reactants, conditions, products, and yield The reactants are C(C1=CC=CC=C1)N1C[C@@H]([C@@H](CC1)C)N(C1=C2C(=NC=C1)NC=C2)C (N-[(3R,4R)-1-benzyl-4-methylpiperidin-3-yl]-N-methyl-N-(1H-pyrrolo[2,3-b]pyridin-4-yl)-amine), C(C)O (ethanol). The reagents and catalysts are [Pd] (palladium). Run in Cl (hydrogen chloride), O (water). Run at time 8 hour. Yields the product CN(C1=C2C(=NC=C1)NC=C2)[C@H]2CNCC[C@H]2C (N-methyl-N-[(3R,4R)-4-methylpiperidin-3-yl]-N-(1H-pyrrolo[2,3-b]pyridin-4-yl)-amine). Isolated yield 236.5%. As a reaction SMILES: C([N:8]1[CH2:13][CH2:12][C@@H:11]([CH3:14])[C@@H:10]([N:15]([CH3:25])[C:16]2[CH:21]=[CH:20][N:19]=[C:18]3[NH:22][CH:23]=[CH:24][C:17]=23)[CH2:9]1)C1C=CC=CC=1.C(O)C>Cl.O.[Pd]>[CH3:25][N:15]([C@@H:10]1[C@H:11]([CH3:14])[CH2:12][CH2:13][NH:8][CH2:9]1)[C:16]1[CH:21]=[CH:20][N:19]=[C:18]2[NH:22][CH:23]=[CH:24][C:17]=12. Reported procedure: A degassed mixture of N-[(3R,4R)-1-benzyl-4-methylpiperidin-3-yl]-N-methyl-N-(1H-pyrrolo[2,3-b]pyridin-4-yl)-amine (0.030 g, 0.000090 mol) and palladium (0.028 g, 0.000026 mol) in ethanol (2 mL, 0.03 mol) and 3.0 M of hydrogen chloride in water (0.2 mL) was stirred under an atmosphere of hydrogen overnight. The reaction mixture was filtered and washed with MeOH. The solvent was removed under vacuum to give 52 mg of an orange viscous oil. The oil was partitioned between ethyl acetate and sat. NaH... The reactants are CS(C)=O, O=C(NCc1cn(-c2ccc(I)cc2)cn1)c1ccc(Cl)s1, [Cu]I, [K+], [K+], O=C([O-])[O-], O=C1COCCN1, Oc1cccc2cccnc12. The product is O=C(NCc1cn(-c2ccc(N3CCOCC3=O)cc2)cn1)c1ccc(Cl)s1. As a reaction SMILES: [CH3:47][S:48]([CH3:49])=[O:50].[Cl:1][c:2]1[cH:3][cH:4][c:5]([C:7](=[O:8])[NH:9][CH2:10][c:11]2[n:12][cH:13][n:14](-[c:16]3[cH:17][cH:18][c:19]([I:22])[cH:20][cH:21]3)[cH:15]2)[s:6]1.[Cu:51][I:52].[K+:41].[K+:42].[O-:43][C:44]([O-:45])=[O:46].[O:23]1[CH2:24][C:25](=[O:29])[NH:26][CH2:27][CH2:28]1.[OH:30][c:31]1[cH:32][cH:33][cH:34][c:35]2[c:36]1[n:37][cH:38][cH:39][cH:40]2>>[Cl:1][c:2]1[cH:3][cH:4][c:5]([C:7](=[O:8])[NH:9][CH2:10][c:11]2[n:12][cH:13][n:14](-[c:16]3[cH:17][cH:18][c:19]([N:26]4[C:25](=[O:29])[CH2:24][O:23][CH2:28][CH2:27]4)[cH:20][cH:21]3)[cH:15]2)[s:6]1. Reactants: C1(=CC(=CC=C1)N1N=C(N=N1)C(C)O)C (1-(2-m-tolyl-2H-tetrazol-5-yl)-ethanol), [H-].[Na+] (sodium hydride), C1(CC1)N1C(=NN=C1S(=O)(=O)C)C1=CC=NC=C1 (4-(4-cyclopropyl-5-methanesulfonyl-4H-[1,2,4]triazol-3-yl)-pyridine). Product: C1(CC1)N1C(=NN=C1OC(C)C=1N=NN(N1)C=1C=C(C=CC1)C)C1=CC=NC=C1 (4-{4-Cyclopropyl-5-[1-(2-m-tolyl-2H-tetrazol-5-yl)-ethoxy]-4H-[1,2,4]triazol-3-yl}-pyridine). Isolated yield 2.0%. RXN SMILES: [C:1]1([CH3:15])[CH:6]=[CH:5][CH:4]=[C:3]([N:7]2[N:11]=[N:10][C:9]([CH:12]([OH:14])[CH3:13])=[N:8]2)[CH:2]=1.[H-].[Na+].[CH:18]1([N:21]2[C:25](S(C)(=O)=O)=[N:24][N:23]=[C:22]2[C:30]2[CH:35]=[CH:34][N:33]=[CH:32][CH:31]=2)[CH2:20][CH2:19]1>>[CH:18]1([N:21]2[C:25]([O:14][CH:12]([C:9]3[N:10]=[N:11][N:7]([C:3]4[CH:2]=[C:1]([CH3:15])[CH:6]=[CH:5][CH:4]=4)[N:8]=3)[CH3:13])=[N:24][N:23]=[C:22]2[C:30]2[CH:31]=[CH:32][N:33]=[CH:34][CH:35]=2)[CH2:20][CH2:19]1 |f:1.2|. Procedure: The title compound (7.8 mg, 19%, clear oil) was prepared from 1-(2-m-tolyl-2H-tetrazol-5-yl)-ethanol (1 mmol), sodium hydride (1.5 mmol) and 4-(4-cyclopropyl-5-methanesulfonyl-4H-[1,2,4]triazol-3-yl)-pyridine (1.25 mmol). 1H NMR (CDCl3) δ (ppm): 8.73 (d, 2H), 7.93 (m, 2H), 7.78 (d, 2H), 7.45 (t, 1H), 7.33 (d, 1H), 6.62 (q, 1H), 3.22 (m, 1H), 2.49 (s, 3H), 2.05 (d, 3H), 1.14 (m, 2H), 1.00 (m, 2H). Reactants: C(#N)C=1C=CC(=NC1)C(=O)O (5-cyano-picolinic acid), NC=1C=C(C(=NC1)F)[C@]1(N=C(O[C@@H](C1)C(F)(F)F)N)CF ((4S,6S)-4-(5-amino-2-fluoropyridin-3-yl)-4-(fluoromethyl)-6-(trifluoromethyl)-5,6-dihydro-4H-1,3-oxazin-2-amine). The product is NC=1O[C@@H](C[C@@](N1)(CF)C=1C=C(C=NC1F)NC(C1=NC=C(C=C1)C#N)=O)C(F)(F)F (N-(5-((4S,6S)-2-amino-4-(fluoromethyl)-6-(trifluoromethyl)-5,6-dihydro-4H-1,3-oxazin-4-yl)-6-fluoropyridin-3-yl)-5-cyanopicolinamide). RXN SMILES: [C:1]([C:3]1[CH:4]=[CH:5][C:6]([C:9]([OH:11])=O)=[N:7][CH:8]=1)#[N:2].[NH2:12][C:13]1[CH:14]=[C:15]([C@:20]2([CH2:31][F:32])[CH2:25][C@@H:24]([C:26]([F:29])([F:28])[F:27])[O:23][C:22]([NH2:30])=[N:21]2)[C:16]([F:19])=[N:17][CH:18]=1>>[NH2:30][C:22]1[O:23][C@H:24]([C:26]([F:27])([F:29])[F:28])[CH2:25][C@:20]([C:15]2[CH:14]=[C:13]([NH:12][C:9](=[O:11])[C:6]3[CH:5]=[CH:4][C:3]([C:1]#[N:2])=[CH:8][N:7]=3)[CH:18]=[N:17][C:16]=2[F:19])([CH2:31][F:32])[N:21]=1. Reported procedure: The title compound was synthesized using procedures analogous to those described in Method H Step 2 (Example 66) above, but using 5-cyano-picolinic acid and (4S,6S)-4-(5-amino-2-fluoropyridin-3-yl)-4-(fluoromethyl)-6-(trifluoromethyl)-5,6-dihydro-4H-1,3-oxazin-2-amine (12k, as described in Example 138, method S). MS m/z=441.0 [M+H]+. Calculated for C18H13F5N6O2: 440.3 Reactants: COC(=O)C=1N=CC=2C(NC=CC2C1O)=O (4-hydroxy-8-oxo-7,8-dihydro-[2,7]naphthyridine-3-carboxylic acid methyl ester), NCCC(=O)O (β-alanine), C[O-].[Na+] (NaOMe). RXN SMILES: CO[C:3]([C:5]1[N:6]=[CH:7][C:8]2[C:9](=[O:16])[NH:10][CH:11]=[CH:12][C:13]=2[C:14]=1[OH:15])=[O:4].[NH2:17][CH2:18][CH2:19][C:20]([OH:22])=[O:21].C[O-].[Na+]>>[OH:15][C:14]1[C:13]2[CH:12]=[CH:11][NH:10][C:9](=[O:16])[C:8]=2[CH:7]=[N:6][C:5]=1[C:3]([NH:17][CH2:18][CH2:19][C:20]([OH:22])=[O:21])=[O:4] |f:2.3|. Yield: 89.0%. Yields the product OC1=C(N=CC=2C(NC=CC12)=O)C(=O)NCCC(=O)O (3-[(4-Hydroxy-8-oxo-7,8-dihydro-[2,7]naphthyridine-3-carbonyl)-amino]-propionic acid). Procedure details: A mixture of 4-hydroxy-8-oxo-7,8-dihydro-[2,7]naphthyridine-3-carboxylic acid methyl ester (17 mg, 0.077 mmol), β-alanine (138 mg, 1.55 mmol) and NaOMe solution (2.3 mL, 1.16 mmol, 0.5 M in MeOH) was refluxed for 16 h. Solvent was evaporated in vacuo, and the residue was dissolved in saturated NaHCO3 and washed several times with ether. The aqueous layer was acidified with 4 M HCl to pH about 1, and the resulting mixture was extracted with EtOAc. The organic layer was dried over MgSO4 and concen... Reactants: NC1=C2N=C(N(C2=NC(=N1)OCCCC)CCCC1N(CCCC1)C(=O)OCC1=CC=CC=C1)OC (Phenylmethyl 2-{3-[6-amino-2-(butyloxy)-8-(methyloxy)-9H-purin-9-yl]propyl}-1-piperidinecarboxylate), FC(C(=O)O)(F)F.C[C@@H](CCC)OC1=NC(=C2N=C(NC2=N1)OC)N (2-{[(1S)-1-methylbutyl]oxy}-8-(methyloxy)-9H-purin-6-amine trifluoroacetate salt), BrCCC1CN(CCC1)C(=O)OCC1=CC=CC=C1 (phenylmethyl 3-(2-bromoethyl)-1-piperidinecarboxylate). Product: NC1=C2N=C(N(C2=NC(=N1)O[C@H](CCC)C)CCC1CN(CCC1)C(=O)OCC1=CC=CC=C1)OC (Phenylmethyl 3-{2-[6-amino-2-{[(1S)-1-methylbutyl]oxy}-8-(methyloxy)-9H-purin-9-yl]ethyl}-1-piperidinecarboxylate). Reaction SMILES: NC1N=C(OCCCC)N=C2C=1N=C(OC)N2CCCC1CCCCN1C(OCC1C=CC=CC=1)=O.FC(F)(F)C(O)=O.[CH3:44][C@H:45]([O:49][C:50]1[N:58]=[C:57]2[C:53]([N:54]=[C:55]([O:59][CH3:60])[NH:56]2)=[C:52]([NH2:61])[N:51]=1)[CH2:46][CH2:47][CH3:48].Br[CH2:63][CH2:64][CH:65]1[CH2:70][CH2:69][CH2:68][N:67]([C:71]([O:73][CH2:74][C:75]2[CH:80]=[CH:79][CH:78]=[CH:77][CH:76]=2)=[O:72])[CH2:66]1>>[NH2:61][C:52]1[N:51]=[C:50]([O:49][C@@H:45]([CH3:44])[CH2:46][CH2:47][CH3:48])[N:58]=[C:57]2[C:53]=1[N:54]=[C:55]([O:59][CH3:60])[N:56]2[CH2:63][CH2:64][CH:65]1[CH2:70][CH2:69][CH2:68][N:67]([C:71]([O:73][CH2:74][C:75]2[CH:76]=[CH:77][CH:78]=[CH:79][CH:80]=2)=[O:72])[CH2:66]1 |f:1.2|. Reported procedure: Prepared similarly to Intermediate 31 from 2-{[(1S)-1-methylbutyl]oxy}-8-(methyloxy)-9H-purin-6-amine trifluoroacetate salt and phenylmethyl 3-(2-bromoethyl)-1-piperidinecarboxylate. Starting materials: S(=O)(Cl)Cl (thionyl chloride), OCCCCCCNC1=C(C=NC2=CC=CC=C12)[N+](=O)[O-] (N-(6-hydroxyhexyl)-3-nitroquinolin-4-amine). The solvent is ClCCl (dichloromethane), ClCCl (dichloromethane). The product is ClCCCCCCNC1=C(C=NC2=CC=CC=C12)[N+](=O)[O-] (N-(6-chlorohexyl)-3-nitroquinolin-4-amine). Isolated yield 88.3%. RXN SMILES: S(Cl)([Cl:3])=O.O[CH2:6][CH2:7][CH2:8][CH2:9][CH2:10][CH2:11][NH:12][C:13]1[C:22]2[C:17](=[CH:18][CH:19]=[CH:20][CH:21]=2)[N:16]=[CH:15][C:14]=1[N+:23]([O-:25])=[O:24]>ClCCl>[Cl:3][CH2:6][CH2:7][CH2:8][CH2:9][CH2:10][CH2:11][NH:12][C:13]1[C:22]2[C:17](=[CH:18][CH:19]=[CH:20][CH:21]=2)[N:16]=[CH:15][C:14]=1[N+:23]([O-:25])=[O:24]. Procedure details: A solution of thionyl chloride (6.74 g, 56.6 mmol) in dichloromethane (50 mL) was slowly added to a solution of N-(6-hydroxyhexyl)-3-nitroquinolin-4-amine (14.9 g, 51.5 mmol) in dichloromethane (200 mL). After the addition was complete the reaction mixture was stirred for about an hour and then it was concentrated under reduced pressure. The residue was suspended in water, slurried for about an hour, isolated by filtration, washed with water and then dried to provide 14.0 g of N-(6-chlorohexyl)-... Reactants: [Si](C)(C)(C(C)(C)C)OC=1C(=C(C=CC1C)C=1N=CC(=NC1)N)F (5-(3-((tert-Butyldimethylsilyl)oxy)-2-fluoro-4-methylphenyl)pyrazin-2-amine), [F-].C(CCC)[N+](CCCC)(CCCC)CCCC (tetrabutylammonium fluoride). The solvent is C1CCOC1 (THF), O (water). Conditions: time 1 hour. The product is NC=1N=CC(=NC1)C=1C(=C(C(=CC1)C)O)F (3-(5-Aminopyrazin-2-yl)-2-fluoro-6-methylphenol). RXN SMILES: [Si]([O:8][C:9]1[C:10]([F:23])=[C:11]([C:16]2[N:17]=[CH:18][C:19]([NH2:22])=[N:20][CH:21]=2)[CH:12]=[CH:13][C:14]=1[CH3:15])(C(C)(C)C)(C)C.[F-].C([N+](CCCC)(CCCC)CCCC)CCC>C1COCC1.O>[NH2:22][C:19]1[N:20]=[CH:21][C:16]([C:11]2[C:10]([F:23])=[C:9]([OH:8])[C:14]([CH3:15])=[CH:13][CH:12]=2)=[N:17][CH:18]=1 |f:1.2|. Reported procedure: 5-(3-((tert-Butyldimethylsilyl)oxy)-2-fluoro-4-methylphenyl)pyrazin-2-amine (342 mg, 1.03 mmol) was dissolved in THF (1.2 mL) at rt and then treated with tetrabutylammonium fluoride (1.2 mL, 1 M in THF). The reaction was stirred for 1 hour at rt, before diluting with water (10 mL) and extracting with EtOAc (10 mL×4). The combined organic extracts were washed with brine, dried over Na2SO4, filtered, and concentrated to dryness. The crude product was purified by FCC to provide the title compound. ... Starting materials: FC(C=1C=C(C=CC1)O)(F)F (3-(trifluoromethyl)phenol), ClC1=NC=CC=C1Cl (2,3-dichloropyridine). The solvent is CN(C=O)C (N,N-dimethylformamide). Run at temperature 120 celsius. Yields the product ClC=1C(=NC=CC1)OC1=CC(=CC=C1)C(F)(F)F (3-Chloro-2-[3-(trifluoromethyl)phenoxy]pyridine). As a reaction SMILES: [F:1][C:2]([F:11])([F:10])[C:3]1[CH:4]=[C:5]([OH:9])[CH:6]=[CH:7][CH:8]=1.Cl[C:13]1[C:18]([Cl:19])=[CH:17][CH:16]=[CH:15][N:14]=1>CN(C)C=O>[Cl:19][C:18]1[C:13]([O:9][C:5]2[CH:6]=[CH:7][CH:8]=[C:3]([C:2]([F:10])([F:11])[F:1])[CH:4]=2)=[N:14][CH:15]=[CH:16][CH:17]=1. Procedure: 7.68 g of sodium hydride dispersion (ca. 50 percent in mineral oil) was washed with pentane under nitrogen and 100 ml of N,N-dimethylformamide was then added. 21.92 g (135 mmol) of 3-(trifluoromethyl)phenol was added dropwise over 30 minutes at room temperature. The resulting phenate solution was added dropwise over 2 hours, under nitrogen, to a solution of 20.1 g (136 mmol) of 2,3-dichloropyridine in 80 ml of N,N-dimethylformamide, heated to 120° C. After 3 hours of reaction time, the mixture w...